From a dataset of the Open Reaction Database (ORD), a public repository of structured organic reaction records. describe an organic reaction: reactants, conditions, products, and yield Starting materials: O.NN (Hydrazine hydrate), C(#N)NC(=NCCSCC=1OC(=CC1)CN(C)C)SC (N-cyano-N'-[2-[[[5-(dimethylamino)methyl-2-furanyl]methyl]thio]ethyl]carbamimidothioic acid, methyl ester). The solvent is C(C)O (ethanol). Run at time 3 day. Yields the product CN(C)CC1=CC=C(O1)CSCCNC1=NC(=NN1)N (N5 -[2-[[[5-(Dimethylamino)methyl-2-furanyl]methyl]thio]ethyl]-1H-1,2,4-triazole-3,5-diamine). As a reaction SMILES: [OH2:1].[NH2:2][NH2:3].[C:4]([NH:6][C:7](SC)=[N:8][CH2:9][CH2:10][S:11][CH2:12][C:13]1O[C:15]([CH2:18][N:19]([CH3:21])[CH3:20])=[CH:16][CH:17]=1)#[N:5]>C(O)C>[CH3:20][N:19]([CH2:18][C:15]1[O:1][C:13]([CH2:12][S:11][CH2:10][CH2:9][NH:8][C:7]2[NH:3][N:2]=[C:4]([NH2:5])[N:6]=2)=[CH:17][CH:16]=1)[CH3:21] |f:0.1|. Procedure: Hydrazine hydrate (3.5 ml) was added to a solution of N-cyano-N'-[2-[[[5-(dimethylamino)methyl-2-furanyl]methyl]thio]ethyl]carbamimidothioic acid, methyl ester (5.47 g) in ethanol (40 ml). After stirring for 3 days at room temperature the solvent was removed and the residual oil crystallised from water to give the title compound as white needles (2.95 g) m.p. 76°-78.5°.